describe an organic reaction: reactants, conditions, products, and yield From a dataset of the Open Reaction Database (ORD), a public repository of structured organic reaction records. Reactants: ClC1=C(C(=O)OC(C)C)C=C(C(=C1)F)N1C(NC(=C(C1=O)C)C)=O (isopropyl 2-chloro-4-fluoro-5-[3,6-dihydro-4,5-dimethyl-2,6-dioxo-1(2H)-pyrimidinyl]-benzoate), CN(C=O)C (dimethylformamide). The product is ClC1=C(C(=O)OC(C)C)C=C(C(=C1)F)N1C(N(C(C(C1=O)C)C)C)=O (isopropyl 2-chloro-4-fluoro-5-[3,5-dihydro-3,4,5-trimethyl-2,6-dioxo-1(2H)-pyrimidinyl]-benzoate). As a reaction SMILES: [Cl:1][C:2]1[CH:13]=[C:12]([F:14])[C:11]([N:15]2[C:20](=[O:21])[C:19]([CH3:22])=[C:18]([CH3:23])[NH:17][C:16]2=[O:24])=[CH:10][C:3]=1[C:4]([O:6][CH:7]([CH3:9])[CH3:8])=[O:5].[CH3:25]N(C)C=O>>[Cl:1][C:2]1[CH:13]=[C:12]([F:14])[C:11]([N:15]2[C:20](=[O:21])[CH:19]([CH3:22])[CH:18]([CH3:23])[N:17]([CH3:25])[C:16]2=[O:24])=[CH:10][C:3]=1[C:4]([O:6][CH:7]([CH3:9])[CH3:8])=[O:5]. Procedure details: using isopropyl 2-chloro-4-fluoro-5-[3,6-dihydro-4,5-dimethyl-2,6-dioxo-1(2H)-pyrimidinyl]-benzoate in dimethylformamide there is obtained isopropyl 2-chloro-4-fluoro-5-[3,5-dihydro-3,4,5-trimethyl-2,6-dioxo-1(2H)-pyrimidinyl]-benzoate, m.p. 119°-120° C., Solvent: C1CCOC1 (THF), C1CCOC1 (THF). Starting materials: C(C)OC(=O)C=1N=C(NC1)C(=O)N1CC=CC1 (2-(2,5-dihydro-pyrrole-1-carbonyl)-1H-imidazole-4-carboxylic acid ethyl ester), FC1=C(C=CC=C1F)CC(=O)O ((2,3-difluoro-phenyl)acetic acid). Conditions: time 6 hour. Product: FC1=C(C=CC=C1F)CC(=O)C=1N=C(NC1)C(=O)N1CC=CC1 (2-(2,3-Difluoro-phenyl)-1-[2-(2,5-dihydro-pyrrole-1-carbonyl)-1H-imidazol-4-yl]-ethanone). Procedure details: To a mixture of 2-(2,5-dihydro-pyrrole-1-carbonyl)-1H-imidazole-4-carboxylic acid ethyl ester (100 mg, 0.43 mmol) and (2,3-difluoro-phenyl)acetic acid (75 mg, 0.44 mmol) in anhydrous THF (5 mL) was added LDMS (1.0M in THF, 1.5 mL, 1.5 mmol) at −78° C. After addition of LDMS, the dry-ice bath was removed and the reaction was stirred at ambient temperature for 6 hours. To this reaction mixture was added 1 mL of sat. NH4Cl solution and EtOAc then the organic layer was separated and dried over MgSO4... As a reaction SMILES: C(O[C:4]([C:6]1[N:7]=[C:8]([C:11]([N:13]2[CH2:17][CH:16]=[CH:15][CH2:14]2)=[O:12])[NH:9][CH:10]=1)=[O:5])C.[F:18][C:19]1[C:24]([F:25])=[CH:23][CH:22]=[CH:21][C:20]=1[CH2:26]C(O)=O>C1COCC1>[F:18][C:19]1[C:24]([F:25])=[CH:23][CH:22]=[CH:21][C:20]=1[CH2:26][C:4]([C:6]1[N:7]=[C:8]([C:11]([N:13]2[CH2:14][CH:15]=[CH:16][CH2:17]2)=[O:12])[NH:9][CH:10]=1)=[O:5]. Starting materials: C1(=CC=CC=C1)S(=O)(=O)N1C=CC2=CC(=CC=C12)C#CCCN1CCC(CC1)CC1=CC=CC=C1 (1-benzenesulfonyl-5-[4-(4-benzyl-piperidin-1-yl)-but-1-ynyl]-1H-indole), [OH-].[Na+] (NaOH). Run in CCO (EtOH). Product: C(C1=CC=CC=C1)C1CCN(CC1)CCC#CC=1C=C2C=CNC2=CC1 (5-[4-(4-Benzyl-piperidin-1-yl)-but-1-ynyl]-1H-indole). The yield is 80.4%. As a reaction SMILES: C1(S([N:10]2[C:18]3[C:13](=[CH:14][C:15]([C:19]#[C:20][CH2:21][CH2:22][N:23]4[CH2:28][CH2:27][CH:26]([CH2:29][C:30]5[CH:35]=[CH:34][CH:33]=[CH:32][CH:31]=5)[CH2:25][CH2:24]4)=[CH:16][CH:17]=3)[CH:12]=[CH:11]2)(=O)=O)C=CC=CC=1.[OH-].[Na+]>CCO>[CH2:29]([CH:26]1[CH2:27][CH2:28][N:23]([CH2:22][CH2:21][C:20]#[C:19][C:15]2[CH:14]=[C:13]3[C:18](=[CH:17][CH:16]=2)[NH:10][CH:11]=[CH:12]3)[CH2:24][CH2:25]1)[C:30]1[CH:35]=[CH:34][CH:33]=[CH:32][CH:31]=1 |f:1.2|. Procedure: A mixture of 1-benzenesulfonyl-5-[4-(4-benzyl-piperidin-1-yl)-but-1-ynyl]-1H-indole (1.49 g, 3.1 mmol) is stirred in EtOH (200 mL) and 50% NaOH (1 mL) at room temperature for 3 days. Most of the EtOH is evaporated and the residue diluted with water (200 mL). The precipitate is filtered off and washed copiously with water. The precipitate is recrystallized from hot EtOH to give the title compound as an off-white solid (854 mg): mp 165-166° C. The reactants are CC1CCC2=C(SC=C2S(=O)(=O)Cl)C1=O (6-methyl-7-oxo-4,5,6,7-tetrahydrobenzo[b]thiophene-3-sulfonyl chloride), FC1=CC=C(C=C1)CCNC ([2-(4-fluorophenyl)ethyl]methylamine). Product: FC1=CC=C(C=C1)CCN(S(=O)(=O)C=1C2=C(SC1)C(C(CC2)C)=O)C (6-Methyl-7-oxo-4,5,6,7-tetrahydrobenzo[b]thiophene-3-sulfonic acid[2-(4-fluorophenyl)ethyl]-methyl-amide). Reaction SMILES: [CH3:1][CH:2]1[C:14](=[O:15])[C:6]2[S:7][CH:8]=[C:9]([S:10](Cl)(=[O:12])=[O:11])[C:5]=2[CH2:4][CH2:3]1.[F:16][C:17]1[CH:22]=[CH:21][C:20]([CH2:23][CH2:24][NH:25][CH3:26])=[CH:19][CH:18]=1>>[F:16][C:17]1[CH:18]=[CH:19][C:20]([CH2:23][CH2:24][N:25]([CH3:26])[S:10]([C:9]2[C:5]3[CH2:4][CH2:3][CH:2]([CH3:1])[C:14](=[O:15])[C:6]=3[S:7][CH:8]=2)(=[O:12])=[O:11])=[CH:21][CH:22]=1. Procedure details: From 6-methyl-7-oxo-4,5,6,7-tetrahydrobenzo[b]thiophene-3-sulfonyl chloride (the compound of Preparation Example 13) (140 mg) and [2-(4-fluorophenyl)ethyl]methylamine (the compound of Preparation Example 14) (98 mg), the title compound (152 mg) was obtained as an orange oily substance, in the same way as Preparation Example 41. The reactants are O=C([O-])[O-], [Cs+], [Cs+], CCOC(=O)CC(=O)C(F)(F)F, CN(C)C=O, O, Cc1ccc(S(=O)(=O)Cl)cc1. The product is CCOC(=O)C=C(OS(=O)(=O)c1ccc(C)cc1)C(F)(F)F. RXN SMILES: [C:24](=[O:25])([O-:26])[O-:27].[Cs+:28].[Cs+:29].[F:1][C:2]([C:3]([CH2:4][C:5](=[O:6])[O:7][CH2:8][CH3:9])=[O:10])([F:11])[F:12].[O:31]=[CH:32][N:33]([CH3:34])[CH3:35].[OH2:30].[c:13]1([CH3:23])[cH:14][cH:15][c:16]([S:19](=[O:20])(=[O:21])[Cl:22])[cH:17][cH:18]1>>[F:1][C:2]([C:3](=[CH:4][C:5](=[O:6])[O:7][CH2:8][CH3:9])[O:10][S:19]([c:16]1[cH:15][cH:14][c:13]([CH3:23])[cH:18][cH:17]1)(=[O:20])=[O:21])([F:11])[F:12]. Reactants: CC(C)(C)[Si](Cl)(c1ccccc1)c1ccccc1, CCOC(C)=O, ClCCl, OCCSCCO, c1c[nH]cn1. Product: CC(C)(C)[Si](OCCSCCO)(c1ccccc1)c1ccccc1. RXN SMILES: [C:13]([CH3:14])([CH3:15])([CH3:16])[Si:17]([c:18]1[cH:19][cH:20][cH:21][cH:22][cH:23]1)([c:24]1[cH:25][cH:26][cH:27][cH:28][cH:29]1)[Cl:30].[CH3:31][CH2:32][O:33][C:34](=[O:35])[CH3:36].[Cl:37][CH2:38][Cl:39].[S:1]([CH2:2][CH2:3][OH:4])[CH2:5][CH2:6][OH:7].[nH:8]1[cH:9][cH:10][n:11][cH:12]1>>[S:1]([CH2:2][CH2:3][O:4][Si:17]([C:13]([CH3:14])([CH3:15])[CH3:16])([c:18]1[cH:19][cH:20][cH:21][cH:22][cH:23]1)[c:24]1[cH:25][cH:26][cH:27][cH:28][cH:29]1)[CH2:5][CH2:6][OH:7]. The reactants are C(C=C)OC(=O)O[C@H](C)[C@@H]1[C@@H]2N(C(=C([C@@H]2C)CO)C(=O)OCC=C)C1=O (allyl (1S,5R,6S)-6-[(1R)-1-allyloxycarbonyloxyethyl]-2-hydroxymethyl-1-methyl-1-carbapen-2-em-3-carboxylate), S1C=2N(C=C1)C=NC2 (imidazo[5,1-b]thiazole). Product: O[C@H](C)[C@@H]1[C@@H]2N(C(=C([C@@H]2C)CN2C=[N+]3C(SC=C3)=C2)C(=O)[O-])C1=O ((1S,5R,6S)-6-[(1R)-1-hydroxyethyl]-2-(imidazo[5,1-b]thiazolium-6-yl)methyl-1-methyl-1-carbapen-2-em-3-carboxylate). Yield: 25.0%. As a reaction SMILES: C(OC([O:7][C@@H:8]([C@H:10]1[C:25](=[O:26])[N:12]2[C:13]([C:19]([O:21]CC=C)=[O:20])=[C:14]([CH2:17]O)[C@H:15]([CH3:16])[C@H:11]12)[CH3:9])=O)C=C.[S:27]1[CH:31]=[CH:30][N:29]2[CH:32]=[N:33][CH:34]=[C:28]12>>[OH:7][C@@H:8]([C@H:10]1[C:25](=[O:26])[N:12]2[C:13]([C:19]([O-:21])=[O:20])=[C:14]([CH2:17][N:33]3[CH:34]=[C:28]4[S:27][CH:31]=[CH:30][N+:29]4=[CH:32]3)[C@H:15]([CH3:16])[C@H:11]12)[CH3:9]. Reported procedure: The same procedure as in Example 1 was repeated except that 91 mg of allyl (1S,5R,6S)-6-[(1R)-1-allyloxycarbonyloxyethyl]-2-hydroxymethyl-1-methyl-1-carbapen-2-em-3-carboxylate and 155 mg of imidazo[5,1-b]thiazole were used, thereby obtaining 21.6 mg of the title compound. The reactants are C(C)OC1=C(C=C(C(=O)O)C=C1)C=1NCC2=C(N1)C(=NN2C)CCC (4-ethoxy-3-(1-methyl-3-n-propyl-1,6-dihydro-7H-pyrazolo[4,3-d]-pyrimidin-5-yl)benzoic acid), CN1CCNCC1 (1-methylpiperazine), Cl.CN(CCCN=C=NCC)C (1-(3-dimethylaminopropyl)-3-ethylcarbodiimide hydrochloride), ON1N=NC2=C1C=CC=C2 (1-hydroxybenzotriazole). Solvent: ClCCl (dichloromethane). Product: C(C)OC1=C(C=C(C=C1)C(=O)N1CCN(CC1)C)C=1NC(C2=C(N1)C(=NN2C)CCC)=O (5-[2-Ethoxy-5-(4-methylpiperazinylcarbonyl)phenyl]-1-methyl-3-n-propyl-1,6-dihydro-7H-pyrazolo[4,3-d]-pyrimidin-7-one). The yield is 25.3%. As a reaction SMILES: [CH2:1]([O:3][C:4]1[CH:12]=[CH:11][C:7]([C:8]([OH:10])=O)=[CH:6][C:5]=1[C:13]1[NH:14][CH2:15][C:16]2[N:21]([CH3:22])[N:20]=[C:19]([CH2:23][CH2:24][CH3:25])[C:17]=2[N:18]=1)[CH3:2].[CH3:26][N:27]1[CH2:32][CH2:31][NH:30][CH2:29][CH2:28]1.Cl.CN(C)CCCN=C=NCC.[OH:45]N1C2C=CC=CC=2N=N1>ClCCl>[CH2:1]([O:3][C:4]1[CH:12]=[CH:11][C:7]([C:8]([N:30]2[CH2:31][CH2:32][N:27]([CH3:26])[CH2:28][CH2:29]2)=[O:10])=[CH:6][C:5]=1[C:13]1[NH:14][C:15](=[O:45])[C:16]2[N:21]([CH3:22])[N:20]=[C:19]([CH2:23][CH2:24][CH3:25])[C:17]=2[N:18]=1)[CH3:2] |f:2.3|. Procedure details: A solution of 4-ethoxy-3-(1-methyl-3-n-propyl-1,6-dihydro-7H-pyrazolo[4,3-d]-pyrimidin-5-yl)benzoic acid (0.095 g, 0.00027 mol), 1-methylpiperazine (0.265 g, 0.00265 mol), 1-(3-dimethylaminopropyl)-3-ethylcarbodiimide hydrochloride (0.77 g, 0.0004 mol) and 1-hydroxybenzotriazole (0.054 g, 0.0004 mol) in dichloromethane (25 ) was stirred at room temperature for 18 hours. The reaction solution was washed with water (25 ml), dried (MgSO4) and evaporated under vacuum, and then the resulting residue ... Reactants: C, CC(C)c1ccc(N(Cc2ccc(N(C)C)cc2)C(=O)C2CCCc3c(OCc4ccccc4)cccc32)cc1, CO, O=C[O-], [NH4+], [Pd]. Yields the product CC(C)c1ccc(N(Cc2ccc(N(C)C)cc2)C(=O)C2CCCc3c(O)cccc32)cc1. Reaction SMILES: [C:47].[CH2:1]([c:2]1[cH:3][cH:4][cH:5][cH:6][cH:7]1)[O:8][c:9]1[c:10]2[c:15]([cH:16][cH:17][cH:18]1)[CH:14]([C:19](=[O:20])[N:21]([c:22]1[cH:23][cH:24][c:25]([CH:28]([CH3:29])[CH3:30])[cH:26][cH:27]1)[CH2:31][c:32]1[cH:33][cH:34][c:35]([N:38]([CH3:39])[CH3:40])[cH:36][cH:37]1)[CH2:13][CH2:12][CH2:11]2.[CH3:45][OH:46].[CH:41]([O-:42])=[O:43].[NH4+:44].[Pd:48]>>[OH:8][c:9]1[c:10]2[c:15]([cH:16][cH:17][cH:18]1)[CH:14]([C:19](=[O:20])[N:21]([c:22]1[cH:23][cH:24][c:25]([CH:28]([CH3:29])[CH3:30])[cH:26][cH:27]1)[CH2:31][c:32]1[cH:33][cH:34][c:35]([N:38]([CH3:39])[CH3:40])[cH:36][cH:37]1)[CH2:13][CH2:12][CH2:11]2.